This data is from the Open Reaction Database (ORD), a public repository of structured organic reaction records. The task is: describe an organic reaction: reactants, conditions, products, and yield Reactants: [BH4-], COCCOC, C=Cc1cc(OC)c2ccccc2c1OC, [Cl-], [Cl-], [Cl-], [Cl-], [Na+], O, [Ti+4]. The product is COc1cc(CCO)c(OC)c2ccccc12. Reaction SMILES: [BH4-:1].[CH3:20][O:21][CH2:22][CH2:23][O:24][CH3:25].[CH3:3][O:4][c:5]1[c:6]([CH:17]=[CH2:18])[cH:7][c:8]([O:15][CH3:16])[c:9]2[cH:10][cH:11][cH:12][cH:13][c:14]12.[Cl-:26].[Cl-:27].[Cl-:28].[Cl-:29].[Na+:2].[OH2:19].[Ti+4:30]>>[CH3:3][O:4][c:5]1[c:6]([CH2:17][CH2:18][OH:19])[cH:7][c:8]([O:15][CH3:16])[c:9]2[cH:10][cH:11][cH:12][cH:13][c:14]12. The reactants are [Al+3], CCCCCCc1ccccc1, COC(=O)CCCCC(=O)O, CCO, [Cl-], [Cl-], [Cl-], [Cl-], [Na+], [OH-], O=S(Cl)Cl. Reaction SMILES: [Al+3:30].[CH2:17]([CH2:18][CH2:19][CH2:20][CH2:21][CH3:22])[c:23]1[cH:24][cH:25][cH:26][cH:27][cH:28]1.[CH3:1][O:2][C:3]([CH2:4][CH2:5][CH2:6][CH2:7][C:8](=[O:9])[OH:10])=[O:11].[CH3:35][CH2:36][OH:37].[Cl-:12].[Cl-:29].[Cl-:31].[Cl-:32].[Na+:34].[OH-:33].[S:13]([Cl:14])([Cl:15])=[O:16]>>[C:3]([CH2:4][CH2:5][CH2:6][CH2:7][C:8](=[O:9])[OH:10])(=[O:11])[c:26]1[cH:25][cH:24][c:23]([CH2:17][CH2:18][CH2:19][CH2:20][CH2:21][CH3:22])[cH:28][cH:27]1. Product: CCCCCCc1ccc(C(=O)CCCCC(=O)O)cc1.